From a dataset of the Open Reaction Database (ORD), a public repository of structured organic reaction records. describe an organic reaction: reactants, conditions, products, and yield Starting materials: CCC(C)CNCc1ccc(-c2cc(C(N)=O)c3[nH]cc(C4CCN(S(=O)(=O)CC)CC4)c3c2)s1, COCCN, O=Cc1ccc(B(O)O)s1. The product is COCCNCc1ccc(B(O)O)s1. RXN SMILES: [CH2:1]([S:2]([N:3]1[CH2:4][CH2:5][CH:6]([c:7]2[c:8]3[c:9]([c:10]([C:11]([NH2:12])=[O:13])[cH:14][c:15](-[c:16]4[s:17][c:18]([CH2:19][NH:20][CH2:21][CH:22]([CH3:23])[CH2:24][CH3:25])[cH:26][cH:27]4)[cH:28]3)[nH:29][cH:30]2)[CH2:31][CH2:32]1)(=[O:33])=[O:34])[CH3:35].[CH3:46][O:47][CH2:48][CH2:49][NH2:50].[CH:36](=[O:37])[c:38]1[cH:39][cH:40][c:41]([B:43]([OH:44])[OH:45])[s:42]1>>[CH2:36]([c:38]1[cH:39][cH:40][c:41]([B:43]([OH:44])[OH:45])[s:42]1)[NH:50][CH2:49][CH2:48][O:47][CH3:46]. The reactants are BrCCOC1=C(C(=C(C(=C1OCCCC1=CC=CC=C1)OC)Cl)C)C(C)=O (1-[2-(2-Bromo-ethoxy)-5-chloro-4-methoxy-6-methyl-3-(3-phenyl-propoxy)-phenyl]-ethanone), C1(CCCC1)N (cyclopentylamine). Run at temperature 65 celsius. Product: ClC=1C(=C(C(=C(C1OC)OCCCC1=CC=CC=C1)OCCNC1CCCC1)C(C)=O)C (1-[3-Chloro-6-(2-cyclopentylamino-ethoxy)-4-methoxy-2-methyl-5-(3-phenyl-propoxy)-phenyl]-ethanone). Isolated yield 68.0%. As a reaction SMILES: Br[CH2:2][CH2:3][O:4][C:5]1[C:10]([O:11][CH2:12][CH2:13][CH2:14][C:15]2[CH:20]=[CH:19][CH:18]=[CH:17][CH:16]=2)=[C:9]([O:21][CH3:22])[C:8]([Cl:23])=[C:7]([CH3:24])[C:6]=1[C:25](=[O:27])[CH3:26].[CH:28]1([NH2:33])[CH2:32][CH2:31][CH2:30][CH2:29]1>>[Cl:23][C:8]1[C:7]([CH3:24])=[C:6]([C:25](=[O:27])[CH3:26])[C:5]([O:4][CH2:3][CH2:2][NH:33][CH:28]2[CH2:32][CH2:31][CH2:30][CH2:29]2)=[C:10]([O:11][CH2:12][CH2:13][CH2:14][C:15]2[CH:20]=[CH:19][CH:18]=[CH:17][CH:16]=2)[C:9]=1[O:21][CH3:22]. Procedure: Example 34b (217 mg, 0.48 mmol) was reacted with cyclopentylamine as described under General Procedure B (except heated to 65° C.) and the crude was purified by flash chromatography (silica-gel, MeOH/DCM 5:95) yielding the title compound (151 mg, 68%) as an oil. 1H NMR (300 MHz, CDCl3) δ 7.32-7.19 (m, 5H), 4.14 (t, J=5.1 Hz, 2H), 4.07 (t, J=6.3 Hz, 2H), 3.88 (s, 3H), 3.24-3.04 (m, 1H), 2.87-2.79 (m, 4H), 2.49 (s, 3H), 2.19 (s, 3H), 2.10-2.04 (m, 2H), 1.85-1.78 (m, 3H), 1.69-1.66 (m, 2H), 1.56-1.... Reaction SMILES: [Br-:14].[CH:15]1([Mg+:18])[CH2:16][CH2:17]1.[CH:19]1([C:20]([c:21]2[cH:22][cH:23][c:24]([Cl:25])[cH:26][cH:27]2)([OH:28])[CH3:29])[CH2:30][CH2:31]1.[F:1][C:2]([c:3]1[cH:4][cH:5][c:6]([C:9]([CH3:10])=[O:11])[cH:7][cH:8]1)([F:12])[F:13].[O:32]1[CH2:33][CH2:34][CH2:35][CH2:36]1>>[F:1][C:2]([c:3]1[cH:4][cH:5][c:6]([C:9]([CH3:10])([OH:11])[CH:15]2[CH2:16][CH2:17]2)[cH:7][cH:8]1)([F:12])[F:13]. The reactants are [Br-], [Mg+]C1CC1, CC(O)(c1ccc(Cl)cc1)C1CC1, CC(=O)c1ccc(C(F)(F)F)cc1, C1CCOC1. The product is CC(O)(c1ccc(C(F)(F)F)cc1)C1CC1. The reactants are COC(=O)C1=C(C=CC=C1)C1=C(C(=O)NC2=CC=C(C(=O)N3CCCC4=CC=CC=C34)C=C2)C=CC=C1 (1-{4-[2-(2-methoxycarbonylphenyl)benzoylamino]benzoyl}-1,2,3,4-tetrahydroquinoline), [H-].[Al+3].[Li+].[H-].[H-].[H-] (lithium aluminum hydride). The solvent is O1CCCC1 (tetrahydrofuran). Reaction conditions: temperature 0 celsius. Product: OCC1=C(C=CC=C1)C1=C(C(=O)NC2=CC=C(C(=O)N3CCCC4=CC=CC=C34)C=C2)C=CC=C1 (1-{4-[2-(2-hydroxymethylphenyl)benzoylamino]benzoyl}-1,2,3,4-tetrahydroquinoline). The yield is 28.3%. Reaction SMILES: C[O:2][C:3]([C:5]1[CH:10]=[CH:9][CH:8]=[CH:7][C:6]=1[C:11]1[CH:37]=[CH:36][CH:35]=[CH:34][C:12]=1[C:13]([NH:15][C:16]1[CH:33]=[CH:32][C:19]([C:20]([N:22]2[C:31]3[C:26](=[CH:27][CH:28]=[CH:29][CH:30]=3)[CH2:25][CH2:24][CH2:23]2)=[O:21])=[CH:18][CH:17]=1)=[O:14])=O.[H-].[Al+3].[Li+].[H-].[H-].[H-]>O1CCCC1>[OH:2][CH2:3][C:5]1[CH:10]=[CH:9][CH:8]=[CH:7][C:6]=1[C:11]1[CH:37]=[CH:36][CH:35]=[CH:34][C:12]=1[C:13]([NH:15][C:16]1[CH:33]=[CH:32][C:19]([C:20]([N:22]2[C:31]3[C:26](=[CH:27][CH:28]=[CH:29][CH:30]=3)[CH2:25][CH2:24][CH2:23]2)=[O:21])=[CH:18][CH:17]=1)=[O:14] |f:1.2.3.4.5.6|. Procedure details: A solution of 1-{4-[2-(2-methoxycarbonylphenyl)benzoylamino]benzoyl}-1,2,3,4-tetrahydroquinoline (300 mg) and dry tetrahydrofuran (15 ml) was cooled to 0° C., and lithium aluminum hydride (46 mg) was added. The reaction mixture was maintained at 0° C. for 1 hour, and then was quenched by adding 1N hydrochloric acid. The resulting mixture was filtered through a bed of celite, diluted with ethyl acetate, washed with brine, dried over magnesium sulfate, and concentrated. Purification of the residue... The reactants are [N+](=O)([O-])C1=C(C2=CC=CC=C2C(=C1)[N+](=O)[O-])O (2,4-dinitro-1-hydroxynaphthalene), [Na+].[I-] (NaI), [I-] (iodide), trifluorosulfonate. Yields the product NC1=CC(=CC2=CC=CC=C12)N (1,3-diaminonaphthalene). RXN SMILES: [N+:1]([C:4]1[CH:13]=[C:12]([N+:14]([O-])=O)[C:11]2[C:6](=[CH:7][CH:8]=[CH:9][CH:10]=2)[C:5]=1O)([O-])=O.[I-].[Na+].[I-]>>[NH2:14][C:12]1[C:11]2[C:6](=[CH:7][CH:8]=[CH:9][CH:10]=2)[CH:5]=[C:4]([NH2:1])[CH:13]=1 |f:2.3|. Reported procedure: In Scheme 1, conversion of 2,4-dinitro-1-hydroxynaphthalene (Martius Yellow; 1) to the iodide (3) is carried out by conversion to the trifluorosulfonate 2, followed by reaction with NaI. Concomitant reduction of the two nitro groups and removal of the iodine from 3 with SnCl2 then gave the 1,3-diaminonaphthalene 4. Protection of the amines with BOC anhydride, followed by electrophilic iodination with NIS (general method of Boger et al., J. Org. Chem., 2001 66, 5163), gave iodide 5. Allylation of... The reactants are Cl.C(C)(C)(C)OC([C@@H](NC(=O)OC(C)(C)C)CCCCN)=O (Nα-BOC-L-Lysine tert-Butyl Ester Hydrochloride), C(Cl)[C@@H]1CO1 ((S)-(+)-epichlorohydrin). The solvent is C(Cl)(Cl)Cl (chloroform), C(=O)(O)[O-].[Na+] (NaHCO3), O (water). Product: C(C)(C)(C)OC([C@H](CCCCNC[C@@H](CCl)O)NC(=O)OC(C)(C)C)=O ((2S,9S)-2-[(tert-Butoxycarbonyl)amino]-10-chloro-9-hydroxy-7-azadecanoic Acid tert-Butyl Ester). Isolated yield 39.0%. Reaction SMILES: Cl.[C:2]([O:6][C:7](=[O:22])[C@H:8]([CH2:17][CH2:18][CH2:19][CH2:20][NH2:21])[NH:9][C:10]([O:12][C:13]([CH3:16])([CH3:15])[CH3:14])=[O:11])([CH3:5])([CH3:4])[CH3:3].[CH2:23]([C@H:25]1[O:27][CH2:26]1)[Cl:24]>C(Cl)(Cl)Cl.C([O-])(O)=O.[Na+].O>[C:2]([O:6][C:7](=[O:22])[C@@H:8]([NH:9][C:10]([O:12][C:13]([CH3:14])([CH3:15])[CH3:16])=[O:11])[CH2:17][CH2:18][CH2:19][CH2:20][NH:21][CH2:26][C@H:25]([OH:27])[CH2:23][Cl:24])([CH3:5])([CH3:3])[CH3:4] |f:0.1,4.5|. Procedure details: A solution of 3 (4.83 g, 14.3 mmol) in chloroform (100 mL) was extracted with saturated NaHCO3 solution (2×100 mL) and water (100 mL). The organic layer was dried, concentrated, and further dried in vacuo. The resulting oil was dissolved in cyclohexane (26 mL), and (S)-(+)-epichlorohydrin (1.58 g, 17.1 mmol) was added under an Ar atmosphere. The precipitated product was filtered after 27 h, washed with cold cyclohexane, and dried in vacuo to give 12a (2.20 g, 39%) as a fine, white powder: mp 87-... Reactants: OC1=CC=C(C=C1)C1=CC=C(C=C1)C(=O)O (4-hydroxy-4'-biphenylcarboxylic acid), CC(CO)CC ((-)2-methylbutanol), S(O)(O)(=O)=O (sulfuric acid). Solvent: C1=CC=CC=C1 (benzene). Yields the product CC(COC(=O)C1=CC=C(C=C1)C1=CC=C(C=C1)O)CC (4-hydroxy-4'-biphenylcarboxylic acid 2-methylbutyl ester). Reaction SMILES: [OH:1][C:2]1[CH:7]=[CH:6][C:5]([C:8]2[CH:13]=[CH:12][C:11]([C:14]([OH:16])=[O:15])=[CH:10][CH:9]=2)=[CH:4][CH:3]=1.[CH3:17][CH:18]([CH2:21][CH3:22])[CH2:19]O.S(=O)(=O)(O)O>C1C=CC=CC=1>[CH3:17][CH:18]([CH2:21][CH3:22])[CH2:19][O:15][C:14]([C:11]1[CH:12]=[CH:13][C:8]([C:5]2[CH:4]=[CH:3][C:2]([OH:1])=[CH:7][CH:6]=2)=[CH:9][CH:10]=1)=[O:16]. Procedure: 20 g of 4-hydroxy-4'-biphenylcarboxylic acid, 53 g of (-)2-methylbutanol, and 4 g of conc. sulfuric acid were refluxed for 20 minutes, admixed with 500 ml of benzene, and heated in a container provided with a Dean-Stark reflux condenser. Generated water was removed. After the reaction mother liquor was cooled and washed with water, the solvent was distilled off to obtain crude 4-hydroxy-4'-biphenylcarboxylic acid 2-methylbutyl ester. The product was recrystallized from benzene-heptane mixed solv...